Dataset: the Open Reaction Database (ORD), a public repository of structured organic reaction records. Task: describe an organic reaction: reactants, conditions, products, and yield Reactants: [BH3-]C#N, CCO, CCOC(=O)C(=O)CCc1ccc(Cl)cc1, CC(N)C(=O)N1C(C(=O)O)CC2COCC21, [Na+]. The product is CCOC(=O)C(CCc1ccc(Cl)cc1)NC(C)C(=O)N1C(C(=O)O)CC2COCC21. RXN SMILES: [C:33]([BH3-:34])#[N:35].[CH3:37][CH2:38][OH:39].[Cl:17][c:18]1[cH:19][cH:20][c:21]([CH2:24][CH2:25][C:26]([C:27](=[O:28])[O:29][CH2:30][CH3:31])=[O:32])[cH:22][cH:23]1.[NH2:1][CH:2]([CH3:3])[C:4](=[O:5])[N:6]1[CH:7]2[CH:8]([CH2:9][CH:10]1[C:11](=[O:12])[OH:13])[CH2:14][O:15][CH2:16]2.[Na+:36]>>[NH:1]([CH:2]([CH3:3])[C:4](=[O:5])[N:6]1[CH:7]2[CH:8]([CH2:9][CH:10]1[C:11](=[O:12])[OH:13])[CH2:14][O:15][CH2:16]2)[CH:26]([CH2:25][CH2:24][c:21]1[cH:20][cH:19][c:18]([Cl:17])[cH:23][cH:22]1)[C:27](=[O:28])[O:29][CH2:30][CH3:31]. Reactants: COC(C1=C(C=C(C=C1)OCCCBr)NC(C1=CC(=CC(=C1)C(F)(F)F)C(F)(F)F)=O)=O (2-(3,5-bis-trifluoromethyl-benzoylamino)-4-(3-bromo-propoxy)-benzoic acid methyl ester), C1(=CC=C(C=C1)C=NO)C1=CC=CC=C1 (biphenyl-4-carbaldehyde oxime), C([O-])([O-])=O.[Cs+].[Cs+] (cesium carbonate). Run in CC(=O)C (acetone). Yields the product COC(C1=C(C=C(C=C1)OCCCO/N=C/C1=CC=C(C=C1)C1=CC=CC=C1)NC(C1=CC(=CC(=C1)C(F)(F)F)C(F)(F)F)=O)=O (4-[3-({[(1E)-1,1′-biphenyl-4-ylmethylidene]amino}oxy)propoxy]-2-{[3,5-bis(trifluoromethyl)benzoyl]amino}benzoic acid methyl ester). The yield is 68.2%. RXN SMILES: [CH3:1][O:2][C:3](=[O:32])[C:4]1[CH:9]=[CH:8][C:7]([O:10][CH2:11][CH2:12][CH2:13]Br)=[CH:6][C:5]=1[NH:15][C:16](=[O:31])[C:17]1[CH:22]=[C:21]([C:23]([F:26])([F:25])[F:24])[CH:20]=[C:19]([C:27]([F:30])([F:29])[F:28])[CH:18]=1.[C:33]1([C:42]2[CH:47]=[CH:46][CH:45]=[CH:44][CH:43]=2)[CH:38]=[CH:37][C:36]([CH:39]=[N:40][OH:41])=[CH:35][CH:34]=1.C(=O)([O-])[O-].[Cs+].[Cs+]>CC(C)=O>[CH3:1][O:2][C:3](=[O:32])[C:4]1[CH:9]=[CH:8][C:7]([O:10][CH2:11][CH2:12][CH2:13][O:41]/[N:40]=[CH:39]/[C:36]2[CH:37]=[CH:38][C:33]([C:42]3[CH:43]=[CH:44][CH:45]=[CH:46][CH:47]=3)=[CH:34][CH:35]=2)=[CH:6][C:5]=1[NH:15][C:16](=[O:31])[C:17]1[CH:22]=[C:21]([C:23]([F:26])([F:25])[F:24])[CH:20]=[C:19]([C:27]([F:30])([F:29])[F:28])[CH:18]=1 |f:2.3.4|. Reported procedure: This compound was produced using similar methods as those used in Step 5, example 27, starting with 2-(3,5-bis-trifluoromethyl-benzoylamino)-4-(3-bromo-propoxy)-benzoic acid methyl ester (0.35 g, 0.66 mmol), biphenyl-4-carbaldehyde oxime (0.14 g, 0.70 mmol) and cesium carbonate (0.86 g, 2.65 mmol) in acetone (25 mL). The crude material was purified by flash chromatography through silica gel using diethyl ether/hexanes (0/100 gradient to 10/90) to give 4-[3-({[(1E)-1,1′-biphenyl-4-ylmethylidene]a... Starting materials: pyridyloxyalkylamine, CN (methylamine), pyridyloxyalkylamine, OC=1C=NC=CC1 (3-hydroxypyridine), 1,3-dihalopropane, ClCCCCl (1,3-dichloropropane), BrCCCBr (1,3-dibromopropane), ClCCCI (1-chloro-3-iodopropane), [H-].[Na+] (sodium hydride), N1=CC(=CC=C1)OCCCNC ((3-(3-pyridyloxy)propyl)methylamine), 3-halo-1-(3-pyridyloxy)propane, OC=1C=NC=CC1 (3-hydroxypyridine), ClCCCI (1-chloro-3-iodopropane), [H-].[Na+] (sodium hydride). Run in CO (methanol), O1CCCC1 (tetrahydrofuran), CN(C=O)C (N,N-dimethylformamide), CN(C=O)C (N,N-dimethylformamide). Yields the product N1=CC(=CC=C1)OCCCNC ((3-(3-pyridyloxy)propyl)methylamine), ClCCCOC=1C=NC=CC1 (3-chloro-1-(3-pyridyloxy)propane). RXN SMILES: [OH:1][C:2]1[CH:3]=[N:4][CH:5]=[CH:6][CH:7]=1.[Cl:8][CH2:9][CH2:10][CH2:11]Cl.BrCCCBr.ClCCCI.[H-].[Na+].[N:25]1[CH:30]=[CH:29][CH:28]=[C:27]([O:31][CH2:32][CH2:33][CH2:34][NH:35][CH3:36])[CH:26]=1.CN>CN(C)C=O.CO.O1CCCC1>[N:25]1[CH:30]=[CH:29][CH:28]=[C:27]([O:31][CH2:32][CH2:33][CH2:34][NH:35][CH3:36])[CH:26]=1.[Cl:8][CH2:9][CH2:10][CH2:11][O:1][C:2]1[CH:3]=[N:4][CH:5]=[CH:6][CH:7]=1 |f:4.5|. Procedure details: The manner by which pyridyloxyalkylamine compounds of the present invention are provided can vary. Certain pyridyloxyalkylamine compounds can be prepared by the alkylation of 3-hydroxypyridine with a 1,3-dihalopropane, such as 1,3-dichloropropane, 1,3-dibromopropane, 1,3-diodopropane or 1-chloro-3-iodopropane, which are commercially available from Aldrich Chemical Company, in the presence of a base (e.g., sodium hydride) in dry N,N-dimethylformamide. The resulting 3-halo-1-(3-pyridyloxy)propane ... Starting materials: N1C(CC2=CC=CC=C12)=O (oxindole), N1=CC=C(C=C1)C1=C2C=NN(C2=CC(=C1)C=O)COCC[Si](C)(C)C (4-(pyridin-4-yl)-1-((2-(trimethylsilyl)ethoxy)methyl)-1H-indazole-6-carbaldehyde), N1CCCC1 (pyrrolidine). Solvent: C(C)O (ethanol). Reaction conditions: temperature 70 celsius. Yields the product N1=CC=C(C=C1)C1=C2C=NNC2=CC(=C1)C=C1C(NC2=CC=CC=C12)=O (3-((4-(pyridin-4-yl)-1H-indazol-6-yl)methylene)indolin-2-one). As a reaction SMILES: [NH:1]1[C:9]2[C:4](=[CH:5][CH:6]=[CH:7][CH:8]=2)[CH2:3][C:2]1=[O:10].[N:11]1[CH:16]=[CH:15][C:14]([C:17]2[CH:25]=[C:24]([CH:26]=O)[CH:23]=[C:22]3[C:18]=2[CH:19]=[N:20][N:21]3COCC[Si](C)(C)C)=[CH:13][CH:12]=1.N1CCCC1>C(O)C>[N:11]1[CH:12]=[CH:13][C:14]([C:17]2[CH:25]=[C:24]([CH:26]=[C:3]3[C:4]4[C:9](=[CH:8][CH:7]=[CH:6][CH:5]=4)[NH:1][C:2]3=[O:10])[CH:23]=[C:22]3[C:18]=2[CH:19]=[N:20][NH:21]3)=[CH:15][CH:16]=1. Procedure: To a solution of oxindole (12 mg, 0.08 mmol) and 4-(pyridin-4-yl)-1-((2-(trimethylsilyl)ethoxy)methyl)-1H-indazole-6-carbaldehyde (31 mg, 0.087 mmol) in ethanol (2 mL) was added pyrrolidine (20 μL). The mixture was heated to 70° C. for 3 h. The solution was concentrated to dryness and treated with 4M HCl (1 mL) in ethanol (3 mL) at 70° C. for 4 h. The solution was cooled to rt and extracted with ethyl acetate (50 mL), dried over MgSO4 and concentrated to give the title compound as a mixture of E... Reactants: CCCCC=CC(=O)C(=CNCc1ccc(-c2ccccc2C(=O)OC(C)(C)C)cc1)C(=O)OCC, CN(C)C=O. Yields the product CCCCC1CC(=O)C(C(=O)OCC)=CN1Cc1ccc(-c2ccccc2C(=O)OC(C)(C)C)cc1. RXN SMILES: [C:1]([CH3:2])([CH3:3])([CH3:4])[O:5][C:6](=[O:7])[c:8]1[c:9](-[c:14]2[cH:15][cH:16][c:17]([CH2:20][NH:21][CH:22]=[C:23]([C:24](=[O:25])[O:26][CH2:27][CH3:28])[C:29]([CH:30]=[CH:31][CH2:32][CH2:33][CH2:34][CH3:35])=[O:36])[cH:18][cH:19]2)[cH:10][cH:11][cH:12][cH:13]1.[O:37]=[CH:38][N:39]([CH3:40])[CH3:41]>>[C:1]([CH3:2])([CH3:3])([CH3:4])[O:5][C:6](=[O:7])[c:8]1[c:9](-[c:14]2[cH:15][cH:16][c:17]([CH2:20][N:21]3[CH:22]=[C:23]([C:24](=[O:25])[O:26][CH2:27][CH3:28])[C:29](=[O:36])[CH2:30][CH:31]3[CH2:32][CH2:33][CH2:34][CH3:35])[cH:18][cH:19]2)[cH:10][cH:11][cH:12][cH:13]1. The reactants are CC(=O)C1=CC=C(C=C1)[N+](=O)[O-] (4-Nitroacetophenone), N (ammonia), [BH4-].[Na+] (sodium borohydride), bromohydrin. The solvent is C(C)(=O)OCC (ethyl acetate). The product is NCC(C1=CC=C(C=C1)[N+](=O)[O-])O (Rac.-α-(aminomethyl)-4-nitrobenzyl alcohol). Reaction SMILES: [CH3:1][C:2]([C:4]1[CH:9]=[CH:8][C:7]([N+:10]([O-:12])=[O:11])=[CH:6][CH:5]=1)=[O:3].[BH4-].[Na+].[NH3:15]>C(OCC)(=O)C>[NH2:15][CH2:1][CH:2]([OH:3])[C:4]1[CH:5]=[CH:6][C:7]([N+:10]([O-:12])=[O:11])=[CH:8][CH:9]=1 |f:1.2|. Procedure: 4-Nitroacetophenone is brominated in the α-position, the product obtained is redcuced by means of sodium borohydride to the corresponding bromohydrin and this is treated with ammonia. Rac.-α-(aminomethyl)-4-nitrobenzyl alcohol, m.p. 138°-139° (from ethyl acetate) is obtained. The reactants are C(#N)C1=CC=C(C=C1)C1=CC=C(C=C1)N1C(N(CC1)CCC(=O)OC)=O (1-(4'-cyano-4-biphenylyl)-3-(2-methoxycarbonyl-ethyl)-imidazolidin-2-one), [N+](=O)(O)[O-] (nitric acid). Product: C(#N)C1=CC=C(C=C1)C1=CC(=C(C=C1)N1C(N(CC1)CCC(=O)OC)=O)[N+](=O)[O-] (1-(4'-Cyano-3-nitro-4-biphenylyl)-3-(2-methoxycarbonyl-ethyl)-imidazolidin-2-one). As a reaction SMILES: [C:1]([C:3]1[CH:8]=[CH:7][C:6]([C:9]2[CH:14]=[CH:13][C:12]([N:15]3[CH2:19][CH2:18][N:17]([CH2:20][CH2:21][C:22]([O:24][CH3:25])=[O:23])[C:16]3=[O:26])=[CH:11][CH:10]=2)=[CH:5][CH:4]=1)#[N:2].[N+:27]([O-])([OH:29])=[O:28]>>[C:1]([C:3]1[CH:4]=[CH:5][C:6]([C:9]2[CH:10]=[CH:11][C:12]([N:15]3[CH2:19][CH2:18][N:17]([CH2:20][CH2:21][C:22]([O:24][CH3:25])=[O:23])[C:16]3=[O:26])=[C:13]([N+:27]([O-:29])=[O:28])[CH:14]=2)=[CH:7][CH:8]=1)#[N:2]. Procedure: Prepared by reacting 1-(4'-cyano-4-biphenylyl)-3-(2-methoxycarbonyl-ethyl)-imidazolidin-2-one with fuming nitric acid at 0° C. Starting materials: CC(=O)OC(C)=O, N#Cc1cc(F)c(Nc2nnnn2-c2ccc(OC(F)(F)F)cc2)cc1F, O=S(=O)(O)O. Product: CC(=O)N(c1cc(F)c(C#N)cc1F)c1nnnn1-c1ccc(OC(F)(F)F)cc1. As a reaction SMILES: [CH3:1][C:2](=[O:3])[O:4][C:5](=[O:6])[CH3:7].[F:8][C:9]([O:10][c:11]1[cH:12][cH:13][c:14](-[n:17]2[n:18][n:19][n:20][c:21]2[NH:22][c:23]2[c:24]([F:32])[cH:25][c:26]([C:30]#[N:31])[c:27]([F:29])[cH:28]2)[cH:15][cH:16]1)([F:33])[F:34].[S:35](=[O:36])(=[O:37])([OH:38])[OH:39]>>[CH3:1][C:2](=[O:3])[N:22]([c:21]1[n:17](-[c:14]2[cH:13][cH:12][c:11]([O:10][C:9]([F:8])([F:33])[F:34])[cH:16][cH:15]2)[n:18][n:19][n:20]1)[c:23]1[c:24]([F:32])[cH:25][c:26]([C:30]#[N:31])[c:27]([F:29])[cH:28]1.